The task is: describe an organic reaction: reactants, conditions, products, and yield. This data is from the Open Reaction Database (ORD), a public repository of structured organic reaction records. The reactants are COCC(=O)OC1=CC=C(C=C1)C=CNC(=O)OC (2-methoxy-4-(2-methoxycarbonylaminovinyl)-acetoxybenzene), C[O-].[Na+] (sodium methoxide). The solvent is CO (methanol), CO (methanol). Conditions: temperature 50 celsius. Yields the product COC1=C(OCC2CO2)C=CC(=C1)C=CNC(=O)OC (1-[2-methoxy-4-(2-methoxycarbonylaminovinyl)-phenoxy]-2,3-epoxy-propane). RXN SMILES: [CH3:1][O:2][CH2:3][C:4]([O:6][C:7]1[CH:12]=[CH:11][C:10]([CH:13]=[CH:14][NH:15][C:16]([O:18][CH3:19])=[O:17])=[CH:9][CH:8]=1)=O.[CH3:20][O-:21].[Na+]>CO>[CH3:20][O:21][C:8]1[CH:9]=[C:10]([CH:13]=[CH:14][NH:15][C:16]([O:18][CH3:19])=[O:17])[CH:11]=[CH:12][C:7]=1[O:6][CH2:4][CH:3]1[O:2][CH2:1]1 |f:1.2|. Reported procedure: 5.1 g (0.019 mol) of 2-methoxy-4-(2-methoxycarbonylaminovinyl)-acetoxybenzene are suspended in 75 ml of absolute methanol, a solution of 1.04 g (0.019 mol) of sodium methoxide in 15 ml of absolute methanol is added and the mixture is subsequently warmed to 50° C. for 15 minutes. It is then evaporated to dryness in vacuo. The resulting crude sodium salt of 2-methoxy-4-(2-methoxycarbonylaminovinyl)-phenol is heated to the boil, with 20 ml of epichlorohydrin, for 24 hours under a reflux condenser a... The reactants are BrC1=CC=C(C=C1)C1=C(C(=NO1)C)C=O (5-(4-bromo-phenyl)-3-methyl-isoxazole-4-carbaldehyde), C1(=CC=CC=C1)C1CNCC1 (3-phenyl-pyrrolidine). Yields the product BrC1=CC=C(C=C1)C1=C(C(=NO1)C)CN1CC(CC1)C1=CC=CC=C1 (5-(4-Bromo-phenyl)-3-methyl-4-(3-phenyl-pyrrolidin-1-ylmethyl)-isoxazole). RXN SMILES: [Br:1][C:2]1[CH:7]=[CH:6][C:5]([C:8]2[O:12][N:11]=[C:10]([CH3:13])[C:9]=2[CH:14]=O)=[CH:4][CH:3]=1.[C:16]1([CH:22]2[CH2:26][CH2:25][NH:24][CH2:23]2)[CH:21]=[CH:20][CH:19]=[CH:18][CH:17]=1>>[Br:1][C:2]1[CH:7]=[CH:6][C:5]([C:8]2[O:12][N:11]=[C:10]([CH3:13])[C:9]=2[CH2:14][N:24]2[CH2:25][CH2:26][CH:22]([C:16]3[CH:21]=[CH:20][CH:19]=[CH:18][CH:17]=3)[CH2:23]2)=[CH:4][CH:3]=1. Procedure: Prepared according to the procedure described in Example 1, Step 12, using 5-(4-bromo-phenyl)-3-methyl-isoxazole-4-carbaldehyde and 3-phenyl-pyrrolidine. The reactants are C1(=CC=C(C=C1)C(=O)C1=NOC(=N1)CC#N)C ([3-(4-toluoyl)-1,2,4-oxadiazol-5-yl]acetonitrile), OS(=O)(=O)O (H2SO4). Run in ice water. Reaction conditions: time 8 hour. The product is C1(=CC=C(C=C1)C(=O)C1=NOC(=N1)CC(=O)N)C ([3-(4-Toluoyl)-1,2,4-oxadiazol-5-yl]acetamide). Yield: 86.0%. As a reaction SMILES: [C:1]1([CH3:17])[CH:6]=[CH:5][C:4]([C:7]([C:9]2[N:13]=[C:12]([CH2:14][C:15]#[N:16])[O:11][N:10]=2)=[O:8])=[CH:3][CH:2]=1.[OH:18]S(O)(=O)=O>>[C:1]1([CH3:17])[CH:2]=[CH:3][C:4]([C:7]([C:9]2[N:13]=[C:12]([CH2:14][C:15]([NH2:16])=[O:18])[O:11][N:10]=2)=[O:8])=[CH:5][CH:6]=1. Reported procedure: A mixture of 23 g of [3-(4-toluoyl)-1,2,4-oxadiazol-5-yl]acetonitrile and 200 ml of 98% H2SO4 was stirred at room temperature overnight. The resulting solution was added slowly to 3000 ml of ice water with mechanical stirring to precipitate a solid. The collected solid was washed with excess water and 600 ml of cold isopropanol, and dried in vacuo to give 21 g (86%) of a solid, m.p. 169°-171°. The reactants are O=C(O)Cc1ccc(Br)cc1, O=C([O-])[O-], CC(=O)OC(C)=O, Cl, [K+], [K+], O=Cc1ccc(Cl)cc1[N+](=O)[O-], O. The product is O=C(O)C(=Cc1ccc(Cl)cc1[N+](=O)[O-])c1ccc(Br)cc1. RXN SMILES: [Br:13][c:14]1[cH:15][cH:16][c:17]([CH2:20][C:21](=[O:22])[OH:23])[cH:18][cH:19]1.[C:31](=[O:32])([O-:33])[O-:34].[CH3:24][C:25]([O:26][C:27](=[O:28])[CH3:29])=[O:30].[ClH:37].[K+:35].[K+:36].[N+:1](=[O:2])([O-:3])[c:4]1[c:5]([CH:6]=[O:7])[cH:8][cH:9][c:10]([Cl:12])[cH:11]1.[OH2:38]>>[N+:1](=[O:2])([O-:3])[c:4]1[c:5]([CH:6]=[C:20]([c:17]2[cH:16][cH:15][c:14]([Br:13])[cH:19][cH:18]2)[C:21](=[O:22])[OH:23])[cH:8][cH:9][c:10]([Cl:12])[cH:11]1.